Dataset: the Open Reaction Database (ORD), a public repository of structured organic reaction records. Task: describe an organic reaction: reactants, conditions, products, and yield Reactants: C(C)(=O)O[C@H]1[C@@H](OC([C@H]1OC(C)=O)COP(=O)(OCC=C)OCC=C)N1C(C(=NC(=C1)F)C(=O)N)=O ((2R,3R,4R,SR)-4-(acetyloxy)-2-[3-(aminocarbonyl)-5-fluoro-2-oxo-1(2H)-pyrazinyl]-5-({[bis(allyloxy)-phosphoryl]oxy}methyl)tetrahydro-3-furanyl acetate), C(C)(=O)O (acetic acid), C[O-].[Na+] (sodium methoxide). The solvent is CO (methanol), CO (methanol). Conditions: time 5 minute. Product: P(=O)(OC[C@H]1O[C@H]([C@@H]([C@@H]1O)O)N1C(C(=NC(=C1)F)C(=O)N)=O)(OCC=C)OCC=C ({(2R,3S,4R,5R)-5-[3-(aminocarbonyl)-5-fluoro-2-oxo-1(2H)-pyrazinyl]-3,4-dihydroxytetrahydro-2-furanyl}methyl diallyl phosphate). The yield is 180.6%. As a reaction SMILES: C([O:4][C@@H:5]1[C@H:9]([O:10]C(=O)C)[CH:8]([CH2:14][O:15][P:16]([O:22][CH2:23][CH:24]=[CH2:25])([O:18][CH2:19][CH:20]=[CH2:21])=[O:17])[O:7][C@H:6]1[N:26]1[CH:31]=[C:30]([F:32])[N:29]=[C:28]([C:33]([NH2:35])=[O:34])[C:27]1=[O:36])(=O)C.C[O-].[Na+].C(O)(=O)C>CO>[P:16]([O:22][CH2:23][CH:24]=[CH2:25])([O:18][CH2:19][CH:20]=[CH2:21])([O:15][CH2:14][C@@H:8]1[C@@H:9]([OH:10])[C@@H:5]([OH:4])[C@H:6]([N:26]2[CH:31]=[C:30]([F:32])[N:29]=[C:28]([C:33]([NH2:35])=[O:34])[C:27]2=[O:36])[O:7]1)=[O:17] |f:1.2|. Procedure details: In 4.0 mL of methanol was dissolved 0.23 g of (2R,3R,4R,SR)-4-(acetyloxy)-2-[3-(aminocarbonyl)-5-fluoro-2-oxo-1(2H)-pyrazinyl]-5-({[bis(allyloxy)-phosphoryl]oxy}methyl)tetrahydro-3-furanyl acetate. While cooling the solution with ice, 0.17 g of 28% methanol solution of sodium methoxide was added, and stirred for 5 minutes. Then, 0.15 mL of acetic acid was added, and the solvent was removed under reduced pressure. On the other hand, 1.0 g of (2R,3R,4R,5R)-4-(acetyloxy)-2-[3-(aminocarbonyl)-5-fluo... Starting materials: CCCn1c(=O)[nH]c(=O)c2[nH]cnc21, O=C1CCC(=O)N1Cl, CN(C)C=O. The product is CCCn1c(=O)[nH]c(=O)c2[nH]c(Cl)nc21. Reaction SMILES: [CH3:1][CH2:2][CH2:3][n:4]1[c:5]2[n:6][cH:7][nH:8][c:9]2[c:10](=[O:11])[nH:12][c:13]1=[O:14].[Cl:15][N:16]1[C:17](=[O:18])[CH2:19][CH2:20][C:21]1=[O:22].[O:23]=[CH:24][N:25]([CH3:26])[CH3:27]>>[CH3:1][CH2:2][CH2:3][n:4]1[c:5]2[n:6][c:7]([Cl:15])[nH:8][c:9]2[c:10](=[O:11])[nH:12][c:13]1=[O:14]. The reactants are BrC1=C(C=CC(=C1)F)Cl (2-Bromo-1-chloro-4-fluorobenzene), C[C@@H]1N[C@@H](CNC1)C (cis-2,6-dimethylpiperazine), C([O-])([O-])=O.[K+].[K+] (potassium carbonate), CS(=O)C (DMSO). The solvent is C(C)#N (Acetonitrile), O (water), C1(=CC=CC=C1)C (PhMe). Product: Cl.BrC=1C=C(C=CC1Cl)N1C[C@H](N[C@H](C1)C)C (1-(3-bromo-4-chlorophenyl)-cis-3,5-dimethylpiperazine hydrochloride). As a reaction SMILES: [Br:1][C:2]1[CH:7]=[C:6](F)[CH:5]=[CH:4][C:3]=1[Cl:9].[CH3:10][C@H:11]1[CH2:16][NH:15][CH2:14][C@@H:13]([CH3:17])[NH:12]1.C(=O)([O-])[O-].[K+].[K+].CS(C)=O>O.C(#N)C.C1(C)C=CC=CC=1>[ClH:9].[Br:1][C:2]1[CH:7]=[C:6]([N:15]2[CH2:14][C@H:13]([CH3:17])[NH:12][C@H:11]([CH3:10])[CH2:16]2)[CH:5]=[CH:4][C:3]=1[Cl:9] |f:2.3.4,9.10|. Procedure: 2-Bromo-1-chloro-4-fluorobenzene (2.1 g, 10 mmol), cis-2,6-dimethylpiperazine (1.4 g, 12 mmol), potassium carbonate (3.3 g, 24 mmol), DMSO (10 mL), and PhMe (2 mL) were heated at 150° C. under nitrogen for 7 h. Acetonitrile (2 mL; to keep subliming piperazine in reaction) was added and the reaction was heated for an additional 12 h. The cooled mixture was poured into water (150 mL) and extracted with diethyl ether (50 mL×2). The combined extracts were washed with water (100 mL) and brine (100 mL... The reactants are CCOC(=O)Cl, ClCCl, COc1nc2cc(Cl)c(Cl)cc2nc1N, c1ccncc1. Yields the product CCOC(=O)Nc1nc2cc(Cl)c(Cl)cc2nc1OC. As a reaction SMILES: [Cl:16][C:17](=[O:18])[O:19][CH2:20][CH3:21].[Cl:28][CH2:29][Cl:30].[NH2:1][c:2]1[n:3][c:4]2[cH:5][c:6]([Cl:15])[c:7]([Cl:14])[cH:8][c:9]2[n:10][c:11]1[O:12][CH3:13].[cH:22]1[cH:23][cH:24][n:25][cH:26][cH:27]1>>[NH:1]([c:2]1[n:3][c:4]2[cH:5][c:6]([Cl:15])[c:7]([Cl:14])[cH:8][c:9]2[n:10][c:11]1[O:12][CH3:13])[C:17](=[O:18])[O:19][CH2:20][CH3:21]. The reactants are C(CC)OC=1C=C(C=CC1OCCC)C1=NC(=NO1)C1=C2CCN(C2=CC=C1)CC1(COC(OC1)(C)C)NC(OC(C)(C)C)=O (tert-Butyl 5-((4-(5-(3,4-di-propoxyphenyl)-1,2,4-oxadiazol-3-yl)indolin-1-yl)methyl)-2,2-dimethyl-1,3-dioxan-5-ylcarbamate), C(C)OC=1C=C(C=CC1OCC)C1=NC(=NO1)C1=C2CCN(C2=CC=C1)CC1(COC(OC1)(C)C)NC(OC(C)(C)C)=O (tert-butyl 5-((4-(5-(3,4-diethoxyphenyl)-1,2,4-oxadiazol-3-yl)indolin-1-yl)methyl)-2,2-dimethyl-1,3-dioxan-5-ylcarbamate). Product: NC(CO)(CO)CN1CCC2=C(C=CC=C12)C1=NOC(=N1)C1=CC(=C(C=C1)OCCC)OCCC (2-Amino-2-((4-(5-(3,4-di-propoxyphenyl)-1,2,4-oxadiazol-3-yl)indolin-1-yl)methyl)propane-1,3-diol). Yield: 67.0%. Reaction SMILES: [CH2:1]([O:4][C:5]1[CH:6]=[C:7]([C:15]2[O:19][N:18]=[C:17]([C:20]3[CH:28]=[CH:27][CH:26]=[C:25]4[C:21]=3[CH2:22][CH2:23][N:24]4[CH2:29][C:30]3([NH:38]C(=O)OC(C)(C)C)[CH2:35][O:34]C(C)(C)[O:32][CH2:31]3)[N:16]=2)[CH:8]=[CH:9][C:10]=1[O:11][CH2:12][CH2:13][CH3:14])[CH2:2][CH3:3].C(OC1C=C(C2ON=C(C3C=CC=C4C=3CCN4CC3(NC(=O)OC(C)(C)C)COC(C)(C)OC3)N=2)C=CC=1OCC)C>>[NH2:38][C:30]([CH2:29][N:24]1[C:25]2[C:21](=[C:20]([C:17]3[N:16]=[C:15]([C:7]4[CH:8]=[CH:9][C:10]([O:11][CH2:12][CH2:13][CH3:14])=[C:5]([O:4][CH2:1][CH2:2][CH3:3])[CH:6]=4)[O:19][N:18]=3)[CH:28]=[CH:27][CH:26]=2)[CH2:22][CH2:23]1)([CH2:31][OH:32])[CH2:35][OH:34]. Procedure: When the product of Step E was substituted for tert-butyl 5-((4-(5-(3,4-diethoxyphenyl)-1,2,4-oxadiazol-3-yl)indolin-1-yl)methyl)-2,2-dimethyl-1,3-dioxan-5-ylcarbamate in Example 34, Step E, the identical process afforded the title compound in 67% yield., as a colourless solid. 1H-NMR (DMSO-d6) 0.95-1.01 (m, 6H); 1.37 (s, 2H); 1.68-1.8 (m, 4H); 2.98 (s, 2H); 3.2-3.3 (m, 6H+H2O); 3.5-3.57 (m, 2H); 3.9-4.05 (m, 4H); 4.55 (broad s, 2H); 6.77 (d, 1H, J=9 Hz); 7.1-7.26 (m, 3H); 7.58 (d, 1H, J=3 Hz); ... Starting materials: O (water), BrC=1C=C(C(=CC1)O)C=1C=CC=2C(=NON2)C1 (5-(3-bromo-6-hydroxyphenyl)benzofurazan), C([O-])([O-])=O.[K+].[K+] (potassium carbonate), CI (methyl iodide). Run in CN(C=O)C (dimethylformamide). Reaction conditions: temperature 18 celsius, time 16 hour. The product is BrC=1C=C(C(=CC1)OC)C=1C=CC=2C(=NON2)C1 (5-(3-bromo-6-methoxyphenyl)benzofurazan). Reaction SMILES: [Br:1][C:2]1[CH:3]=[C:4]([C:9]2[CH:10]=[CH:11][C:12]3[C:13]([CH:17]=2)=[N:14][O:15][N:16]=3)[C:5]([OH:8])=[CH:6][CH:7]=1.[C:18](=O)([O-])[O-].[K+].[K+].CI.O>CN(C)C=O>[Br:1][C:2]1[CH:3]=[C:4]([C:9]2[CH:10]=[CH:11][C:12]3[C:13]([CH:17]=2)=[N:14][O:15][N:16]=3)[C:5]([O:8][CH3:18])=[CH:6][CH:7]=1 |f:1.2.3|. Procedure: A stirred mixture of 5-(3-bromo-6-hydroxyphenyl)benzofurazan (8.70 g, 30 mmol), potassium carbonate (14.42 g, 90 mmol) and methyl iodide (2.83 mL, 45 mmol) in dimethylformamide (100 mL) is stirred at 18° C. for 16 h. The mixture is then treated with water (600 mL) and extracted with ethyl acetate (3×150 mL). The combined extracts are washed (saturated NaCl), dried (Na2SO4), filtered and the solvent is evaporated off under reduced pressure to yield the crude product which is purified by recrystal... Reactants: CCOC(=O)CC1OB(O)c2cc(Oc3ccnc(NCCNC(=O)OC(C)(C)C)n3)cc(C)c21, C1CCOC1, [Li+], [OH-], O. The product is Cc1cc(Oc2ccnc(NCCNC(=O)OC(C)(C)C)n2)cc2c1C(CC(=O)O)OB2O. RXN SMILES: [CH2:1]([CH3:2])[O:3][C:4]([CH2:5][CH:6]1[c:7]2[c:8]([cH:12][c:13]([O:17][c:18]3[n:19][c:20]([NH:24][CH2:25][CH2:26][NH:27][C:28](=[O:29])[O:30][C:31]([CH3:32])([CH3:33])[CH3:34])[n:21][cH:22][cH:23]3)[cH:14][c:15]2[CH3:16])[B:9]([OH:11])[O:10]1)=[O:35].[CH2:38]1[O:39][CH2:40][CH2:41][CH2:42]1.[Li+:36].[OH-:37].[OH2:43]>>[O:3]=[C:4]([CH2:5][CH:6]1[c:7]2[c:8]([cH:12][c:13]([O:17][c:18]3[n:19][c:20]([NH:24][CH2:25][CH2:26][NH:27][C:28](=[O:29])[O:30][C:31]([CH3:32])([CH3:33])[CH3:34])[n:21][cH:22][cH:23]3)[cH:14][c:15]2[CH3:16])[B:9]([OH:11])[O:10]1)[OH:35].